From a dataset of the Open Reaction Database (ORD), a public repository of structured organic reaction records. describe an organic reaction: reactants, conditions, products, and yield Reaction conditions: time 16 hour. Solvent: O1CCCC1 (tetrahydrofuran). The yield is 72.5%. RXN SMILES: O[C:2]1[C:3]([C:11]2([CH2:26][OH:27])[C:15]3=[N:16][CH:17]=[CH:18][CH:19]=[C:14]3[N:13]([CH2:20][CH2:21][CH2:22][CH2:23][CH3:24])[C:12]2=[O:25])=[CH:4][C:5]2[O:9][CH2:8][O:7][C:6]=2[CH:10]=1.C1(P(C2C=CC=CC=2)C2C=CC=CC=2)C=CC=CC=1.N(C(OC(C)C)=O)=NC(OC(C)C)=O>O1CCCC1>[CH2:20]([N:13]1[C:14]2[C:15](=[N:16][CH:17]=[CH:18][CH:19]=2)[C:11]2([C:3]3=[CH:4][C:5]4[O:9][CH2:8][O:7][C:6]=4[CH:10]=[C:2]3[O:27][CH2:26]2)[C:12]1=[O:25])[CH2:21][CH2:22][CH2:23][CH3:24]. Yields the product C(CCCC)N1C(C2(C3=NC=CC=C31)COC=3C2=CC2=C(OCO2)C3)=O (1′-pentylspiro[furo[2,3-f][1,3]benzodioxole-7,3′-pyrrolo[3,2-b]pyridin]-2′(1′H)-one). The reactants are OC=1C(=CC2=C(OCO2)C1)C1(C(N(C=2C1=NC=CC2)CCCCC)=O)CO (3-(6-hydroxy-1,3-benzodioxol-5-yl)-3-(hydroxymethyl)-1-pentyl-1,3-dihydro-2H-pyrrolo[3,2-b]pyridin-2-one), C1(=CC=CC=C1)P(C1=CC=CC=C1)C1=CC=CC=C1 (triphenylphosphine), N(=NC(=O)OC(C)C)C(=O)OC(C)C (diisopropyl azodicarboxylate). Procedure details: To a solution 3-(6-hydroxy-1,3-benzodioxol-5-yl)-3-(hydroxymethyl)-1-pentyl-1,3-dihydro-2H-pyrrolo[3,2-b]pyridin-2-one (1.95 g, 4.70 mmol) in anhydrous tetrahydrofuran (30.0 mL) was added triphenylphosphine (2.06 g, 7.88 mmol) and diisopropyl azodicarboxylate (1.59 g, 7.88 mmol) at 0° C. The reaction mixture was stirred at ambient temperature for 16 h and quenched with saturated ammonium chloride (20.0 mL). After the solvent was removed under reduced pressure, the residue was diluted with ethyl ... Starting materials: C1(CC1)CN1CCC(=CC2=C1C=CC(=C2)C2=CC=C(C=C2)OCCOCCC)C(=O)O (1-cyclopropylmethyl-7-[4-(2-propoxyethoxy)phenyl]-2,3-dihydro-1H-1-benzazepine-4-carboxylic acid), C(C(=O)Cl)(=O)Cl (oxalyl chloride), CN(C)C=O (DMF). Run in C1CCOC1 (THF). Conditions: time 1 hour. Yields the product Cl.Cl.N1CCC(=CC2=C1C=CC=C2)C(=O)N (2,3-dihydro-1H-1-benzazepine-4-carboxamide dihydrochloride). As a reaction SMILES: C1(C[N:5]2[C:11]3[CH:12]=[CH:13][C:14](C4C=CC(OCCOCCC)=CC=4)=[CH:15][C:10]=3[CH:9]=[C:8]([C:29]([OH:31])=O)[CH2:7][CH2:6]2)CC1.C(Cl)(=O)C([Cl:35])=O.C[N:39](C=O)C>C1COCC1>[ClH:35].[ClH:35].[NH:5]1[C:11]2[CH:12]=[CH:13][CH:14]=[CH:15][C:10]=2[CH:9]=[C:8]([C:29]([NH2:39])=[O:31])[CH2:7][CH2:6]1 |f:4.5.6|. Reported procedure: In THF (5 ml) was dissolved 1-cyclopropylmethyl-7-[4-(2-propoxyethoxy)phenyl]-2,3-dihydro-1H-1-benzazepine-4-carboxylic acid (0.25 g). Under ice-cooling, to the solution were added oxalyl chloride (0.11 ml) and DMF (catalytic amount). The mixture was stirred at room temperature for 1 hour, and the solvent was evaporated under reduced pressure. In THF (25 ml) was dissolved the residue, and the solution was added dropwise to a solution of 4-[N-methyl-N-(tetrahydro-2H-pyran-4-yl)aminomethyl]aniline... Procedure: A suspension of 33 (25.0 g, 73.7 mmol) in Dowtherm A (200 mL) was heated to 300° C. over the course of 30 minutes and then stirred at 300° C. for 1 h. The reaction solution was cooled to room temperature and purified by flash chromatography (Hexanes to EtOAc) to afford a white solid (34, 12.1 g, 56.1%). 1H NMR (CDCl3, 300 MHz) δ 9.19 (br s, 1H), 7.42 (t, J=8.2, 1H), 7.21-7.25 (m, 1H), 6.92 (s, 1H), 4.51 (q, J=7.1, 2H), 3.99 (s, 3H), 1.46 (t, J=7.1, 3H). Reactants: C(C)OC(C(=CC(=O)OCC)NC1=C(C=CC(=C1)C(=O)OC)F)=O (2-[2-Fluoro-5-(methoxycarbonyl)phenylamino]-2-butenedioic acid diethyl ester). The product is COC(=O)C=1C=2C(C=C(NC2C(=CC1)F)C(=O)OCC)=O (8-Fluoro-4-oxo-1,4-dihydro-2,5-quinolinedicarboxylic acid 2-ethyl 5-methyl ester). The solvent is C1=CC=C(C=C1)C2=CC=CC=C2.C1=CC=C(C=C1)OC2=CC=CC=C2 (Dowtherm A). Reaction SMILES: [CH2:1]([O:3][C:4](=[O:24])[C:5]([NH:12][C:13]1[CH:18]=[C:17]([C:19]([O:21][CH3:22])=[O:20])[CH:16]=[CH:15][C:14]=1[F:23])=[CH:6][C:7]([O:9]CC)=O)[CH3:2]>C1C=CC(C2C=CC=CC=2)=CC=1.C1C=CC(OC2C=CC=CC=2)=CC=1>[CH3:22][O:21][C:19]([C:17]1[C:18]2[C:7](=[O:9])[CH:6]=[C:5]([C:4]([O:3][CH2:1][CH3:2])=[O:24])[NH:12][C:13]=2[C:14]([F:23])=[CH:15][CH:16]=1)=[O:20] |f:1.2|. Conditions: temperature 300 celsius, time 1 hour. The reactants are BrC1=CC(=C(C=C1)C(C(=O)NCC1=CC=C(C=C1)C#N)OC)F ((RS)-2-(4-bromo-2-fluoro-phenyl)-N-(4-cyano-benzyl)-2-methoxy-acetamide), COC1=C(C=CC=C1)B(O)O (2-methoxyphenylboronic acid). The product is C(#N)C1=CC=C(CNC(C(OC)C2=C(C=C(C=C2)C2=C(C=CC=C2)OC)F)=O)C=C1 ((RS)-N-(4-cyano-benzyl)-2-(3-fluoro-2′-methoxy-biphenyl-4-yl)-2-methoxy-acetamide). RXN SMILES: Br[C:2]1[CH:7]=[CH:6][C:5]([CH:8]([O:21][CH3:22])[C:9]([NH:11][CH2:12][C:13]2[CH:18]=[CH:17][C:16]([C:19]#[N:20])=[CH:15][CH:14]=2)=[O:10])=[C:4]([F:23])[CH:3]=1.[CH3:24][O:25][C:26]1[CH:31]=[CH:30][CH:29]=[CH:28][C:27]=1B(O)O>>[C:19]([C:16]1[CH:17]=[CH:18][C:13]([CH2:12][NH:11][C:9](=[O:10])[CH:8]([C:5]2[CH:6]=[CH:7][C:2]([C:27]3[CH:28]=[CH:29][CH:30]=[CH:31][C:26]=3[O:25][CH3:24])=[CH:3][C:4]=2[F:23])[O:21][CH3:22])=[CH:14][CH:15]=1)#[N:20]. Procedure details: In analogy to example 57.1, (RS)-2-(4-bromo-2-fluoro-phenyl)-N-(4-cyano-benzyl)-2-methoxy-acetamide (example 41.2) was reacted with 2-methoxyphenylboronic acid to give (RS)-N-(4-cyano-benzyl)-2-(3-fluoro-2′-methoxy-biphenyl-4-yl)-2-methoxy-acetamide. Light yellow gum. As a reaction SMILES: [CH2:27]([Cl:28])[Cl:29].[CH3:1][O:2][c:3]1[c:4]([O:5][c:6]2[cH:7][c:8]([NH2:12])[n:9][cH:10][cH:11]2)[cH:13][c:14]([N+:19](=[O:20])[O-:21])[c:15]([NH:17][CH3:18])[cH:16]1.[CH3:22][C:23]([Cl:24])=[O:25].[OH2:26]>>[CH3:1][O:2][c:3]1[c:4]([O:5][c:6]2[cH:7][c:8]([NH:12][C:23]([CH3:22])=[O:25])[n:9][cH:10][cH:11]2)[cH:13][c:14]([N+:19](=[O:20])[O-:21])[c:15]([NH:17][CH3:18])[cH:16]1. Starting materials: ClCCl, CNc1cc(OC)c(Oc2ccnc(N)c2)cc1[N+](=O)[O-], CC(=O)Cl, O. The product is CNc1cc(OC)c(Oc2ccnc(NC(C)=O)c2)cc1[N+](=O)[O-].